This data is from the Open Reaction Database (ORD), a public repository of structured organic reaction records. The task is: describe an organic reaction: reactants, conditions, products, and yield Starting materials: CC(C)(C)C1=C2C(NS(=O)(=O)C2=CC=C1)=O (4-(1,1-dimethylethyl) saccharin), C1(=CC=CC=C1)SCCl (chloromethyl phenyl sulfide). The reagents and catalysts are [Br-].C(CCC)[N+](CCCC)(CCCC)CCCC (tetrabutyl ammonium bromide). The solvent is C1(=CC=CC=C1)C (toluene). Yields the product C1(=CC=CC=C1)SCN1S(=O)(=O)C2=CC=CC(=C2C1=O)C(C)(C)C (2-phenylthiomethyl-4-(1,1-dimethylethyl]saccharin). Isolated yield 96.8%. Reaction SMILES: [CH3:1][C:2]([C:5]1[CH:15]=[CH:14][CH:13]=[C:12]2[C:6]=1[C:7](=[O:16])[NH:8][S:9]2(=[O:11])=[O:10])([CH3:4])[CH3:3].[C:17]1([S:23][CH2:24]Cl)[CH:22]=[CH:21][CH:20]=[CH:19][CH:18]=1>[Br-].C([N+](CCCC)(CCCC)CCCC)CCC.C1(C)C=CC=CC=1>[C:17]1([S:23][CH2:24][N:8]2[C:7](=[O:16])[C:6]3[C:12](=[CH:13][CH:14]=[CH:15][C:5]=3[C:2]([CH3:1])([CH3:3])[CH3:4])[S:9]2(=[O:11])=[O:10])[CH:22]=[CH:21][CH:20]=[CH:19][CH:18]=1 |f:2.3|. Reported procedure: The 4-(1,1-dimethylethyl) saccharin (0.025 g 1.0 mmol) was mixed with chloromethyl phenyl sulfide (0.25 g, 1.5 mmol) and tetrabutyl ammonium bromide (0.2 g, 0.6 mmol) in toluene (25 mL) and refluxed under nitrogen for 16 hr. The resulting mixture was cooled to room temperature, evaporated to dryness and purified by chromatography on silica gel (80%) MDC in hexanes) to give 0.35 g (98%) of 2-phenylthiomethyl-4-(1,1-dimethylethyl]saccharin, which was treated with sulfuryl chloride (0.25 g, 1.8 mmo... Reactants: ClC1=CC=C(C=C1)S(=O)(=O)[C@@]12[C@H](COC3=C(C=CC(=C13)F)F)CC(CC2)=O (trans-10a-(4-chloro-benzenesulfonyl)-1,4-difluoro-6a,9,10,10a-tetrahydro-6H,7H-benzo[c]chromen-8-one), [B-](F)(F)(F)F.[B-](F)(F)(F)F.C1C[N+]2(CC[N+]1(CC2)CCl)F (Selectfluor), O (water). The solvent is CN(C)C=O (DMF). Run at temperature 50 celsius. Yields the product ClC1=CC=C(C=C1)S(=O)(=O)C12C(COC3=C(C=CC(=C13)F)F)C(C(CC2)=O)F (10a-(4-Chloro-benzenesulfonyl)-1,4,7-trifluoro-6a,9,10,10a-tetrahydro-6H,7H-benzo[c]chromen-8-one). RXN SMILES: [Cl:1][C:2]1[CH:7]=[CH:6][C:5]([S:8]([C@@:11]23[CH2:26][CH2:25][C:24](=[O:27])[CH2:23][C@H:12]2[CH2:13][O:14][C:15]2[C:20]3=[C:19]([F:21])[CH:18]=[CH:17][C:16]=2[F:22])(=[O:10])=[O:9])=[CH:4][CH:3]=1.[B-](F)(F)(F)[F:29].[B-](F)(F)(F)F.C1[N+]2(CCl)CC[N+](F)(CC2)C1.O>CN(C=O)C>[Cl:1][C:2]1[CH:3]=[CH:4][C:5]([S:8]([C:11]23[CH2:26][CH2:25][C:24](=[O:27])[CH:23]([F:29])[CH:12]2[CH2:13][O:14][C:15]2[C:20]3=[C:19]([F:21])[CH:18]=[CH:17][C:16]=2[F:22])(=[O:10])=[O:9])=[CH:6][CH:7]=1 |f:1.2.3|. Reported procedure: To a solution of trans-10a-(4-chloro-benzenesulfonyl)-1,4-difluoro-6a,9,10,10a-tetrahydro-6H,7H-benzo[c]chromen-8-one in DMF (4 mL) was added Selectfluor®. The reaction mixture was heated at 50° C. overnight, cooled to rt and water was added to precipitate the desired product. The product was isolated by filtration washing with water then dried under vacuum to provide a colorless solid. 1H NMR CDCl3 400 MHz) δ 7.61 (d, 2H), 7.53 (d, 2H), 7.19-7.14 (m, 1H), 6.55-6.49 (m, 1H), 5.20 (d, 1H), 4.74 (... The reactants are C=CC(=O)OC, CO, CN1CC(CN)CC2c3cccc4[nH]cc(c34)CC21. Product: COC(=O)CCNCC1CC2c3cccc4[nH]cc(c34)CC2N(C)C1. RXN SMILES: [C:20]([CH:21]=[CH2:22])(=[O:23])[O:24][CH3:25].[CH3:26][OH:27].[NH2:1][CH2:2][CH:3]1[CH2:4][N:5]([CH3:19])[CH:6]2[CH2:7][c:8]3[cH:9][nH:10][c:11]4[cH:12][cH:13][cH:14][c:15]([c:18]34)[CH:16]2[CH2:17]1>>[NH:1]([CH2:2][CH:3]1[CH2:4][N:5]([CH3:19])[CH:6]2[CH2:7][c:8]3[cH:9][nH:10][c:11]4[cH:12][cH:13][cH:14][c:15]([c:18]34)[CH:16]2[CH2:17]1)[CH2:22][CH2:21][C:20](=[O:23])[O:24][CH3:25]. The reactants are CN(CCCNC(C=C)=O)C (N-[3-(dimethylamino)propyl]acrylamide), C(C=C)(=O)N (acrylamide), C(CCCCCCCCCCC)NC(C=C)=O (N-dodecylacrylamide), Cl.Cl.N(=NC(C)(C)C(N)=N)C(C)(C)C(N)=N (2,2′-azobis(2-amidinopropane)dihydrochloride), aqueous solution, Cl (HCl). Run in C(C)(C)O (isopropanol), O (water), C(C)O (ethanol). Reaction conditions: time 18 hour. Product: CN(CCCNC(C=C)=O)C.C(C=C)(=O)N.C(CCCCCCCCCCC)NC(C=C)=O (N-[3-(dimethylamino)propyl]acrylamide acrylamide N-dodecylacrylamide). As a reaction SMILES: [CH3:1][N:2]([CH3:11])[CH2:3][CH2:4][CH2:5][NH:6][C:7](=[O:10])[CH:8]=[CH2:9].[C:12]([NH2:16])(=[O:15])[CH:13]=[CH2:14].[CH2:17]([NH:29][C:30](=[O:33])[CH:31]=[CH2:32])[CH2:18][CH2:19][CH2:20][CH2:21][CH2:22][CH2:23][CH2:24][CH2:25][CH2:26][CH2:27][CH3:28].Cl.Cl.N(C(C(=N)N)(C)C)=NC(C(=N)N)(C)C.Cl>O.C(O)C.C(O)(C)C>[CH3:11][N:2]([CH3:1])[CH2:3][CH2:4][CH2:5][NH:6][C:7](=[O:10])[CH:8]=[CH2:9].[C:12]([NH2:16])(=[O:15])[CH:13]=[CH2:14].[CH2:17]([NH:29][C:30](=[O:33])[CH:31]=[CH2:32])[CH2:18][CH2:19][CH2:20][CH2:21][CH2:22][CH2:23][CH2:24][CH2:25][CH2:26][CH2:27][CH3:28] |f:3.4.5,10.11.12|. Procedure details: A solution of N-[3-(dimethylamino)propyl]acrylamide (30.0 g), acrylamide (13.6 g), and N-dodecylacrylamide (4.6 g) in deionized water (50 mL) and ethanol (50 mL) was heated to 60° C. under a nitrogen atmosphere. When the solution reached 60° C., 2,2′-azobis(2-amidinopropane)dihydrochloride (2.4 g of a 20 percent aqueous solution) was added. Heating was continued for 18 hours under a nitrogen atmosphere. After cooling to room temperature, the reaction solution was dissolved in isopropanol (150 mL... Reactants: C(=O)(O)[O-].[Na+] (NaHCO3), CN(C1=NC=CC=C1[N+](=O)[O-])C (2-(Dimethylamino)-3-nitropyridine), stannous chloride dihydrate, C(=O)(O)[O-].[Na+] (NaHCO3). Solvent: CCO (EtOH). Run at temperature 80 celsius, time 30 minute. Product: NC=1C(=NC=CC1)N(C)C (3-Amino-2-dimethylaminopyridine). The yield is 85.7%. As a reaction SMILES: [CH3:1][N:2]([CH3:12])[C:3]1[C:8]([N+:9]([O-])=O)=[CH:7][CH:6]=[CH:5][N:4]=1.C([O-])(O)=O.[Na+]>CCO>[NH2:9][C:8]1[C:3]([N:2]([CH3:12])[CH3:1])=[N:4][CH:5]=[CH:6][CH:7]=1 |f:1.2|. Reported procedure: A stirred mixture of the product from Step 1 (1.05 g, 0.00628 mol), stannous chloride dihydrate (7.09 g, 0.03141 mol) and absolute EtOH (13.9 ml), under nitrogen, was warmed to 80° C. during 30 minutes and kept at that temperature for an additional 30 minutes. The mixture was cooled and kept at ambient temperature for 1 hour. It was then poured onto ice (200 ml), treated slowly with solid NaHCO3 (2.88 g) and adjusted to pH 8 with saturated NaHCO3. This mixture was extracted with EtOAc; the extra...